Dataset: the Open Reaction Database (ORD), a public repository of structured organic reaction records. Task: describe an organic reaction: reactants, conditions, products, and yield Starting materials: FC(C=1C=C2NC=C(CCN)C2=CC1)(F)F (6-trifluoromethyltryptamine), CC(=O)C.CCOCC (acetone Et2O), C(C(=O)O)(=O)O (oxalic acid). Run in CC(=O)C (acetone). Product: C(C(=O)O)(=O)O.FC(C=1C=C2NC=C(CCN)C2=CC1)(F)F (6-Trifluoromethyltryptamine oxalate). As a reaction SMILES: [F:1][C:2]([F:16])([F:15])[C:3]1[CH:4]=[C:5]2[C:12](=[CH:13][CH:14]=1)[C:8]([CH2:9][CH2:10][NH2:11])=[CH:7][NH:6]2.CC(C)=O.CCOCC.[C:26]([OH:31])(=[O:30])[C:27]([OH:29])=[O:28]>CC(C)=O>[C:26]([OH:31])(=[O:30])[C:27]([OH:29])=[O:28].[F:16][C:2]([F:1])([F:15])[C:3]1[CH:4]=[C:5]2[C:12](=[CH:13][CH:14]=1)[C:8]([CH2:9][CH2:10][NH2:11])=[CH:7][NH:6]2 |f:1.2,5.6|. Reported procedure: Add 6-trifluoromethyltryptamine to 1:1 acetone/Et2O. Add dropwise of oxalic acid (1.2 eq.) in acetone to give a solid. Collect the solid by filtration and dry overnight in the vacuum oven to obtain the title compound: MS(ES+): m/z 212 (M-NH2)+; (ES−): m/z 227 (M−H)−.